Dataset: the Open Reaction Database (ORD), a public repository of structured organic reaction records. Task: describe an organic reaction: reactants, conditions, products, and yield The reactants are C(C=C)ON=C(C(=O)NC1[C@@H]2N(C(=C(CS2)C[N+]2=CC=CC=C2)C(=O)[O-])C1=O)C1=NSC(=N1)N (7-[2-allyloxyimino-2-(5-amino-1,2,4-thiadiazol-3-yl)acetamido]-3-(1-pyridinio)methyl-3-cephem-4-carboxylate), C(O)([O-])=O.[Na+] (sodium hydrogencarbonate), C(=O)=O (dry ice). Run in CC(=O)C (acetone). Run at time 5 hour. The product is C(C=C)ON=C(C(=O)NC1[C@@H]2N(C(=C(CS2)C[N+]2=CC=CC=C2)C(=O)[O-])C1=O)C1=NSC(=N1)NC(=O)[O-].[Na+] (sodium 7-[2-allyloxyimino-2-(5-carboxylatoamino-1,2,4-thiadiazol-3-yl)acetamido]-3-(1-pyridinio)methyl-3-cephem-4-carboxylate). Isolated yield 38.4%. As a reaction SMILES: [CH2:1]([O:4][N:5]=[C:6]([C:29]1[N:33]=[C:32]([NH2:34])[S:31][N:30]=1)[C:7]([NH:9][CH:10]1[C:27](=[O:28])[N:12]2[C:13]([C:24]([O-:26])=[O:25])=[C:14]([CH2:17][N+:18]3[CH:23]=[CH:22][CH:21]=[CH:20][CH:19]=3)[CH2:15][S:16][C@H:11]12)=[O:8])[CH:2]=[CH2:3].[C:35](=O)([O-:37])[OH:36].[Na+:39].C(=O)=O>CC(C)=O>[CH2:1]([O:4][N:5]=[C:6]([C:29]1[N:33]=[C:32]([NH:34][C:35]([O-:37])=[O:36])[S:31][N:30]=1)[C:7]([NH:9][CH:10]1[C:27](=[O:28])[N:12]2[C:13]([C:24]([O-:26])=[O:25])=[C:14]([CH2:17][N+:18]3[CH:23]=[CH:22][CH:21]=[CH:20][CH:19]=3)[CH2:15][S:16][C@H:11]12)=[O:8])[CH:2]=[CH2:3].[Na+:39] |f:1.2,5.6|. Procedure details: To a solution of 7-[2-allyloxyimino-2-(5-amino-1,2,4-thiadiazol-3-yl)acetamido]-3-(1-pyridinio)methyl-3-cephem-4-carboxylate (syn isomer) (1.15 g) in 50% aqueous acetone (9.2 ml) was added sodium hydrogencarbonate (193 mg) and dry ice (4.4 g) at room temperature. The mixture was stirred in a sealed tube for 5 hours. Acetone was removed under reduced pressure. The residual solution was chromatographed on non-ionic adsorption resin "Diaion HP-20" (Trademark, maker: Mitsubishi Chemical Industries) ... Reactants: BrC=1C(=NC=C(C(=O)NC2=CC=C(C=C2)SC(F)(F)F)C1)Cl (5-bromo-6-chloro-N-(4-((trifluoromethyl)thio)phenyl)nicotinamide), C(C)NCCO (2-ethylamino-ethanol). Yields the product BrC=1C(=NC=C(C(=O)NC2=CC=C(C=C2)SC(F)(F)F)C1)N(CCO)CC (5-Bromo-6-(ethyl(2-hydroxyethyl)amino)-N-(4-((trifluoromethyl)thio)phenyl)nicotinamide). As a reaction SMILES: [Br:1][C:2]1[C:3](Cl)=[N:4][CH:5]=[C:6]([CH:21]=1)[C:7]([NH:9][C:10]1[CH:15]=[CH:14][C:13]([S:16][C:17]([F:20])([F:19])[F:18])=[CH:12][CH:11]=1)=[O:8].[CH2:23]([NH:25][CH2:26][CH2:27][OH:28])[CH3:24]>>[Br:1][C:2]1[C:3]([N:25]([CH2:23][CH3:24])[CH2:26][CH2:27][OH:28])=[N:4][CH:5]=[C:6]([CH:21]=1)[C:7]([NH:9][C:10]1[CH:15]=[CH:14][C:13]([S:16][C:17]([F:20])([F:19])[F:18])=[CH:12][CH:11]=1)=[O:8]. Procedure: The title compound was prepared in an analogous fashion to that described in Stage 22.1 using 5-bromo-6-chloro-N-(4-((trifluoromethyl)thio)phenyl)nicotinamide (Stage 25.2) and 2-ethylamino-ethanol to afford a white crystalline solid. HPLC (Condition 4) tR=6.33 min, UPLC-MS (Condition 3) tR=1.25 min, m/z=466.2 [M+H]+. Starting materials: C1COCCO1, CCOC(=O)Cl, Nc1ccccc1OC(F)(F)F, [Na+], [Na+], O=C([O-])[O-], O. Yields the product CCOC(=O)Nc1ccccc1OC(F)(F)F. As a reaction SMILES: [CH2:25]1[O:26][CH2:27][CH2:28][O:29][CH2:30]1.[Cl:1][C:2](=[O:3])[O:4][CH2:5][CH3:6].[F:7][C:8]([O:9][c:10]1[c:11]([NH2:12])[cH:13][cH:14][cH:15][cH:16]1)([F:17])[F:18].[Na+:19].[Na+:20].[O-:21][C:22](=[O:23])[O-:24].[OH2:31]>>[C:2](=[O:3])([O:4][CH2:5][CH3:6])[NH:12][c:11]1[c:10]([O:9][C:8]([F:7])([F:17])[F:18])[cH:16][cH:15][cH:14][cH:13]1. The reactants are C(CCCCCCC\C=C/CCCCCCCC)Br (oleyl bromide), OC=1C=C(C(=O)OCC)C=CC1O (ethyl 3,4-dihydroxybenzoate), C([O-])([O-])=O.[K+].[K+] (potassium carbonate), [I-].[K+] (potassium iodide), C(CCCCCCC\C=C/CCCCCCCC)Br (oleyl bromide), Cl (HCl), [OH-].[K+] (potassium hydroxide). The solvent is [Al] (aluminum), O (water), C1(CCCCC1)=O (cyclohexanone). Reaction conditions: temperature 100 celsius, time 18 hour. Product: C(CCCCCCCC=CCCCCCCCC)OC=1C=C(C(=O)O)C=CC1OCCCCCCCCC=CCCCCCCCC (3,4-Bis-octadec-9-enyloxy-benzoic acid). The yield is 69.6%. As a reaction SMILES: [CH2:1](Br)[CH2:2][CH2:3][CH2:4][CH2:5][CH2:6][CH2:7][CH2:8]/[CH:9]=[CH:10]\[CH2:11][CH2:12][CH2:13][CH2:14][CH2:15][CH2:16][CH2:17][CH3:18].[OH:20][C:21]1[CH:22]=[C:23]([CH:29]=[CH:30][C:31]=1[OH:32])[C:24]([O:26]CC)=[O:25].C(=O)([O-])[O-].[K+].[K+].[I-].[K+].[OH-].[K+].Cl>C1(=O)CCCCC1.[Al].O>[CH2:1]([O:20][C:21]1[CH:22]=[C:23]([CH:29]=[CH:30][C:31]=1[O:32][CH2:1][CH2:2][CH2:3][CH2:4][CH2:5][CH2:6][CH2:7][CH2:8][CH:9]=[CH:10][CH2:11][CH2:12][CH2:13][CH2:14][CH2:15][CH2:16][CH2:17][CH3:18])[C:24]([OH:26])=[O:25])[CH2:2][CH2:3][CH2:4][CH2:5][CH2:6][CH2:7][CH2:8][CH:9]=[CH:10][CH2:11][CH2:12][CH2:13][CH2:14][CH2:15][CH2:16][CH2:17][CH3:18] |f:2.3.4,5.6,7.8|. Procedure details: To a solution of oleyl bromide (1.8 g, 5.4 mmol) in cyclohexanone (20 ml) was added ethyl 3,4-dihydroxybenzoate 7b (0.45 g, 2.5 mmol), potassium carbonate (1.02 g, 7.4 mmol) and potassium iodide (0.05 g, 0.3 mmol). The suspension was stirred at 100° C. for 18 hours under nitrogen. Due to the light sensitivity of the oleyl bromide the flask was covered in aluminum foil. The hot reaction mixture was filtered to remove some of the particulates and the solvent was removed in vacuo. The residue conta...